describe an organic reaction: reactants, conditions, products, and yield From a dataset of the Open Reaction Database (ORD), a public repository of structured organic reaction records. Reactants: BrCCCCBr, [K+], [K+], O=C([O-])[O-], CN(C)C=O, O, Oc1ccc(I)cc1. The product is BrCCCCOc1ccc(I)cc1. Reaction SMILES: [Br:15][CH2:16][CH2:17][CH2:18][CH2:19][Br:20].[K+:10].[K+:9].[O-:11][C:12]([O-:13])=[O:14].[O:22]=[CH:23][N:24]([CH3:25])[CH3:26].[OH2:21].[OH:1][c:2]1[cH:3][cH:4][c:5]([I:6])[cH:7][cH:8]1>>[O:1]([c:2]1[cH:3][cH:4][c:5]([I:6])[cH:7][cH:8]1)[CH2:19][CH2:18][CH2:17][CH2:16][Br:15]. Reactants: CCCS(=O)(=O)NC=1C=CC(=C(C1F)C(=O)C2=CNC3=C2C=C(C=N3)C=4C=CC(=CC4)Cl)F (Vemurafenib), Cl (HCl), C(C)O (ethanol). Run in CC(=O)C (acetone). Reaction conditions: temperature 35 celsius, time 8 hour. Product: CCCS(=O)(=O)NC=1C=CC(=C(C1F)C(=O)C2=CNC3=C2C=C(C=N3)C=4C=CC(=CC4)Cl)F.Cl (Vemurafenib HCl). As a reaction SMILES: [CH3:1][CH2:2][CH2:3][S:4]([NH:7][C:8]1[CH:9]=[CH:10][C:11]([F:33])=[C:12]([C:15]([C:17]2[C:21]3[CH:22]=[C:23]([C:26]4[CH:27]=[CH:28][C:29]([Cl:32])=[CH:30][CH:31]=4)[CH:24]=[N:25][C:20]=3[NH:19][CH:18]=2)=[O:16])[C:13]=1[F:14])(=[O:6])=[O:5].[ClH:34].C(O)C>CC(C)=O>[CH3:1][CH2:2][CH2:3][S:4]([NH:7][C:8]1[CH:9]=[CH:10][C:11]([F:33])=[C:12]([C:15]([C:17]2[C:21]3[CH:22]=[C:23]([C:26]4[CH:27]=[CH:28][C:29]([Cl:32])=[CH:30][CH:31]=4)[CH:24]=[N:25][C:20]=3[NH:19][CH:18]=2)=[O:16])[C:13]=1[F:14])(=[O:6])=[O:5].[ClH:34] |f:4.5|. Reported procedure: Vemurafenib (Form 2, 0.5 g, 1.02 mmol) was suspended in 5 mL acetone and the mixture was warmed to 35° C. While maintaining this temperature, 0.8 ml of 1.25 M HCl in ethanol (approximately 1 equivalent) were added dropwise. A clear solution was obtained. Thereafter, the solution was allowed to cool to RT and stirred overnight. The obtained precipitate was filtered, washed with acetone and dried under ambient conditions (RT, atmospheric pressure) for approximately 20 h. Yield: 0.49 g (91%). The reactants are CC1=NOC(=C1C1=C(C=C2C(=C(C=NC2=C1)C(=O)N)NCC1=C(N=C(S1)C)C)OC)C (7-(3,5-dimethyl-4-isoxazolyl)-4-{[(2,4-dimethyl-1,3-thiazol-5-yl)methyl]amino}-6-(methyloxy)-3-quinolinecarboxamide), O (water), C(C)#N (acetonitrile), intermediate 65, C1=CC=CC=C1 (benzene). Conditions: time 8 hour. Product: CC1=NOC(=C1C=1C(=CC=2C3=C(C=NC2C1)NC(N3CC3=C(N=C(S3)C)C)=O)OC)C (7-(3,5-dimethyl-4-isoxazolyl)-1-[(2,4-dimethyl-1,3-thiazol-5-yl)methyl]-8-(methyloxy)-1,3-dihydro-2H-imidazo[4,5-c]quinolin-2-one). As a reaction SMILES: [CH3:1][C:2]1[C:6]([C:7]2[CH:16]=[C:15]3[C:10]([C:11]([NH:20][CH2:21][C:22]4[S:26][C:25]([CH3:27])=[N:24][C:23]=4[CH3:28])=[C:12](C(N)=O)[CH:13]=[N:14]3)=[CH:9][C:8]=2[O:29][CH3:30])=[C:5]([CH3:31])[O:4][N:3]=1.C1C=CC=CC=1.[OH2:38].[C:39](#[N:41])C>>[CH3:1][C:2]1[C:6]([C:7]2[C:8]([O:29][CH3:30])=[CH:9][C:10]3[C:11]4[N:20]([CH2:21][C:22]5[S:26][C:25]([CH3:27])=[N:24][C:23]=5[CH3:28])[C:39](=[O:38])[NH:41][C:12]=4[CH:13]=[N:14][C:15]=3[CH:16]=2)=[C:5]([CH3:31])[O:4][N:3]=1. Procedure: To a solution of 7-(3,5-dimethyl-4-isoxazolyl)-4-{[(2,4-dimethyl-1,3-thiazol-5-yl)methyl]amino}-6-(methyloxy)-3-quinolinecarboxamide (for a preparation see intermediate 65, 0.3 g) in acetonitrile (50 ml) was added bis(trifluoroacetoxy)iodo]benzene (0.443 g) and the reaction mixture was stirred at room temperature overnight. The reaction mixture was then poured into water and extracted with DCM. The organic phase was dried over Na2SO4 and concentrated to dryness to give an orange oil. The residue...